This data is from the Open Reaction Database (ORD), a public repository of structured organic reaction records. The task is: describe an organic reaction: reactants, conditions, products, and yield The reactants are ( 2 ), NC1=C(SC2=NC(=CC=C21)C(C)C)C(=O)OCC (ethyl 3-amino-6-isopropylthieno[2,3-b]pyridine-2-carboxylate), N(=O)OCCC(C)C (isoamyl nitrite). The solvent is O1CCCC1 (tetrahydrofuran). Run at temperature 60 celsius, time 2 hour. Yields the product C(C)(C)C1=CC=C2C(=N1)SC(=C2)C(=O)OCC (ethyl 6-isopropylthieno[2,3-b]pyridine-2-carboxylate). Yield: 25.1%. As a reaction SMILES: N[C:2]1[C:10]2[C:5](=[N:6][C:7]([CH:11]([CH3:13])[CH3:12])=[CH:8][CH:9]=2)[S:4][C:3]=1[C:14]([O:16][CH2:17][CH3:18])=[O:15].N(OCCC(C)C)=O>O1CCCC1>[CH:11]([C:7]1[N:6]=[C:5]2[S:4][C:3]([C:14]([O:16][CH2:17][CH3:18])=[O:15])=[CH:2][C:10]2=[CH:9][CH:8]=1)([CH3:13])[CH3:12]. Procedure: 3-Cyano-6-isopropyl-2-mercaptopyridine (50 g) synthesized according to U.S. Pat. No. 5,001,137 (Mar. 19, 1991), sodium ethoxide (22.9 g) and bromoethyl acetate (34.2 ml) were added to ethanol (500 ml) and the mixture was stirred at room temperature for 1 hr and the solvent was evaporated. The residue was recrystallized from ethanol to give ethyl 3-amino-6-isopropylthieno[2,3-b]pyridine-2-carboxylate (69.3 g) (melting point: 161-162° C.). (2) This ester (30 g) and isoamyl nitrite (45.7 ml) were a... The reactants are C(C)(=O)OCC (ethyl acetate), SCC(C(=O)NC=1C(=C(C(=O)O)C=CC1)C)CC1=CC=CC=C1 ((2-Mercaptomethyl-3-phenylpropionyl)amino-2-methylbenzoic acid), compound, CN(C(=O)Cl)C (dimethylaminocarbonyl chloride). Solvent: N1=CC=CC=C1 (pyridine). The product is CN(C(=O)SCC(C(=O)NC=1C(=C(C(=O)O)C=CC1)C)CC1=CC=CC=C1)C ([(2-dimethylaminocarbonylthiomethyl-3-phenylpropionyl)amino]-2-methylbenzoic acid). Isolated yield 28.7%. RXN SMILES: [SH:1][CH2:2][CH:3]([CH2:17][C:18]1[CH:23]=[CH:22][CH:21]=[CH:20][CH:19]=1)[C:4]([NH:6][C:7]1[C:8]([CH3:16])=[C:9]([CH:13]=[CH:14][CH:15]=1)[C:10]([OH:12])=[O:11])=[O:5].[CH3:24][N:25]([CH3:29])[C:26](Cl)=[O:27].C(OCC)(=O)C>N1C=CC=CC=1>[CH3:24][N:25]([CH3:29])[C:26]([S:1][CH2:2][CH:3]([CH2:17][C:18]1[CH:23]=[CH:22][CH:21]=[CH:20][CH:19]=1)[C:4]([NH:6][C:7]1[C:8]([CH3:16])=[C:9]([CH:13]=[CH:14][CH:15]=1)[C:10]([OH:12])=[O:11])=[O:5])=[O:27]. Procedure details: 3-[(2-Mercaptomethyl-3-phenylpropionyl)amino-2-methylbenzoic acid (compound of Example 7) (0.66 g) is dissolved in pyridine (2 ml), and thereto is added dimethylaminocarbonyl chloride (0.26 g) with stirring under ice cooling, and the mixture is stirred under ice cooling for 2 hours and further at room temperature for 2 hours. To the reaction mixture is added ethyl acetate (50 ml) and the mixture is washed with saturated aqueous citric acid solution and water, dried over anhydrous magnesium sulfa... The reactants are ClCC=1N=C(SC1)C=1N=CN2C1CN(C(C1=C2C=CC=C1)=O)C (3-(4-chloromethyl-thiazol-2-yl)-5-methyl-5,6-dihydro-4H-imidazo[1,5-a][1,4]-benzodiazepin-6-one), C(CC)NCCC (dipropylamine). The solvent is O1CCCC1 (tetrahydrofuran). The product is C(CC)N(CCC)CC=1N=C(SC1)C=1N=CN2C1CN(C(C1=C2C=CC=C1)=O)C (3-(4-dipropylaminomethyl-thiazol-2-yl)-5-methyl-5,6-dihydro-4H-imidazo[1,5-a][1,4]benzodiazepin-6-one). Isolated yield 56.4%. As a reaction SMILES: Cl[CH2:2][C:3]1[N:4]=[C:5]([C:8]2[N:9]=[CH:10][N:11]3[C:17]4[CH:18]=[CH:19][CH:20]=[CH:21][C:16]=4[C:15](=[O:22])[N:14]([CH3:23])[CH2:13][C:12]=23)[S:6][CH:7]=1.[CH2:24]([NH:27][CH2:28][CH2:29][CH3:30])[CH2:25][CH3:26]>O1CCCC1>[CH2:24]([N:27]([CH2:2][C:3]1[N:4]=[C:5]([C:8]2[N:9]=[CH:10][N:11]3[C:17]4[CH:18]=[CH:19][CH:20]=[CH:21][C:16]=4[C:15](=[O:22])[N:14]([CH3:23])[CH2:13][C:12]=23)[S:6][CH:7]=1)[CH2:28][CH2:29][CH3:30])[CH2:25][CH3:26]. Procedure details: A solution of 1.0 g (0.0029 mol) of 3-(4-chloromethyl-thiazol-2-yl)-5-methyl-5,6-dihydro-4H-imidazo[1,5-a][1,4]-benzodiazepin-6-one in 60 ml of tetrahydrofuran was treated with 7.9 ml (0.058 mol) of dipropylamine. After stirring at reflux for 16 hrs. the solution obtained was completely freed from the solvents. The residue was chromatographed over silica gel with ethyl acetate and the eluent and recrystallized from hot isopropyl ether. There was obtained 0.67 g (56%) of 3-(4-dipropylaminomethyl-...